Dataset: the Open Reaction Database (ORD), a public repository of structured organic reaction records. Task: describe an organic reaction: reactants, conditions, products, and yield Reactants: COC(=O)[C@@H]1CC[C@@H](CC1)OCCCCOCC1=CC=CC=C1 (cis-4-(4-benzyloxy-butoxy)-cyclohexanecarboxylic acid methyl ester), [H-].[Al+3].[Li+].[H-].[H-].[H-] (lithium aluminium hydride), C(C)(C)(C)OC(=O)OC(=O)OC(C)(C)C (di-tert-butyl-dicarbonate), [OH-].[Na+] (sodium hydroxide), C[NH-] (N-methyl-amide). Solvent: O.O1CCOCC1 (water dioxane). The product is C(C)(C)(C)OC(N(C)C[C@@H]1CC[C@@H](CC1)OCCCCO)=O (cis-[4-(4-hydroxy-butoxy)-cyclohexyl-methyl]-methyl-carbamic acid tert-butyl ester). Reaction SMILES: CO[C:3]([C@H:5]1[CH2:10][CH2:9][C@@H:8]([O:11][CH2:12][CH2:13][CH2:14][CH2:15][O:16]CC2C=CC=CC=2)[CH2:7][CH2:6]1)=O.[OH-].[Na+].[CH3:26][NH-:27].[H-].[Al+3].[Li+].[H-].[H-].[H-].[C:34]([O:38][C:39]([O:41]C(OC(C)(C)C)=O)=O)([CH3:37])([CH3:36])[CH3:35]>O.O1CCOCC1>[C:34]([O:38][C:39](=[O:41])[N:27]([CH2:3][C@H:5]1[CH2:6][CH2:7][C@@H:8]([O:11][CH2:12][CH2:13][CH2:14][CH2:15][OH:16])[CH2:9][CH2:10]1)[CH3:26])([CH3:37])([CH3:36])[CH3:35] |f:1.2,4.5.6.7.8.9,11.12|. Procedure details: In analogy to the sequence described in examples 15.6, 15.7, 15.8, 15.9 and 15.10, cis-4-(4-benzyloxy-butoxy)-cyclohexanecarboxylic acid methyl ester (example 15.5) was hydrolysed with sodium hydroxide in water/dioxane, then, the acid formed was converted into its N-methyl-amide, which was reduced with lithium aluminium hydride, treated with di-tert-butyl-dicarbonate and hydrogenated giving cis-[4-(4-hydroxy-butoxy)-cyclohexyl-methyl]-methyl-carbamic acid tert-butyl ester as colorless viscous oi... The reactants are CC=1SC=C(N1)C1=NNC(=C1)C(=O)O (3-(2-Methylthiazol-4-yl)-1H-pyrazole-5-carboxylic acid), N[C@H](CN1N=C(C=C1)C1=CC(=C(C#N)C=C1)Cl)C ((S)-4-(1-(2-aminopropyl)-1H-pyrazol-3-yl)-2-chlorobenzonitrile). Yields the product ClC=1C=C(C=CC1C#N)C1=NN(C=C1)C[C@H](C)NC(=O)C1=NNC(=C1)C=1N=C(SC1)C ((S)—N-(1-(3-(3-chloro-4-cyanophenyl)-1H-pyrazol-1-yl)propan-2-yl)-5-(2-methylthiazol-4-yl)-1H-pyrazole-3-carboxamide). Isolated yield 18.0%. As a reaction SMILES: [CH3:1][C:2]1[S:3][CH:4]=[C:5]([C:7]2[CH:11]=[C:10]([C:12]([OH:14])=O)[NH:9][N:8]=2)[N:6]=1.[NH2:15][C@@H:16]([CH3:32])[CH2:17][N:18]1[CH:22]=[CH:21][C:20]([C:23]2[CH:30]=[CH:29][C:26]([C:27]#[N:28])=[C:25]([Cl:31])[CH:24]=2)=[N:19]1>>[Cl:31][C:25]1[CH:24]=[C:23]([C:20]2[CH:21]=[CH:22][N:18]([CH2:17][C@@H:16]([NH:15][C:12]([C:10]3[CH:11]=[C:7]([C:5]4[N:6]=[C:2]([CH3:1])[S:3][CH:4]=4)[NH:8][N:9]=3)=[O:14])[CH3:32])[N:19]=2)[CH:30]=[CH:29][C:26]=1[C:27]#[N:28]. Procedure details: 3-(2-Methylthiazol-4-yl)-1H-pyrazole-5-carboxylic acid (0.586 mmol) was coupled with (S)-4-(1-(2-aminopropyl)-1H-pyrazol-3-yl)-2-chlorobenzonitrile using the method of Example 34(d). Crude product was purified by CombiFlash (silica column, eluent: 50-100% EtOAc in heptane) to obtain 24 mg (18%) of the title compound 1H-NMR (400 MHz; CDCl3): δ 1.24 (d, 3H), 2.77 (s, 3H), 4.28 (dd, 1H), 4.44 (dd, 1H), 4.55-4.67 (m, 1H), 6.59 (d, 1H), 7.06 (s, 1H), 7.38 (s, 1H), 7.49 (d, 1H), 7.60 (d, 1H), 7.74 (dd...